Task: describe an organic reaction: reactants, conditions, products, and yield. Dataset: the Open Reaction Database (ORD), a public repository of structured organic reaction records The reactants are [Li]CCCC, COP(C)(=O)OC, CCCCCC, CC(=O)O, C1CCOC1, O=C(O)Cc1ccccc1. The product is COP(=O)(CC(=O)Cc1ccccc1)OC. As a reaction SMILES: [CH2:13]([Li:14])[CH2:15][CH2:16][CH3:17].[CH3:1][P:2]([O:3][CH3:4])([O:5][CH3:6])=[O:7].[CH3:28][CH2:29][CH2:30][CH2:31][CH2:32][CH3:33].[CH3:34][C:35](=[O:36])[OH:37].[O:8]1[CH2:9][CH2:10][CH2:11][CH2:12]1.[OH:18][C:19](=[O:20])[CH2:21][c:22]1[cH:23][cH:24][cH:25][cH:26][cH:27]1>>[CH2:1]([P:2]([O:3][CH3:4])([O:5][CH3:6])=[O:7])[C:19](=[O:18])[CH2:21][c:22]1[cH:23][cH:24][cH:25][cH:26][cH:27]1. The reactants are C1=CC2=C(N=C1)N(N=N2)O (HOAT), O(C1=CC=CC=C1)C=1N(C2=CC=CC=C2C1C(=O)O)C1=CC=CC=C1 (2-phenoxy-1-phenyl-1H-indole-3-carboxylic acid), C(CCl)Cl (EDC), O(C1=CC=CC=C1)C=1N(C2=CC=CC=C2C1C=O)C1=CC=CC=C1 (2-phenoxy-1-phenyl-1H-indole-3-carbaldehyde), N1(CCNCCC1)C(=O)OC(C)(C)C (tert-butyl 1-homopiperazinecarboxylate), CN1CCOCC1 (NMM). The solvent is CN(C)C=O (DMF). Run at time 8 hour. The product is C(C)(C)(C)OC(=O)N1CCN(CCC1)C(=O)C1=C(N(C2=CC=CC=C12)C1=CC=CC=C1)OC1=CC=CC=C1 (4-(2-Phenoxy-1-phenyl-1H-indole-3-carbonyl)-perhydro-1,4-diazepine-1-carboxylic acid tert-butyl ester). Reaction SMILES: O(C1N(C2C=CC=CC=2)C2C(C=1C(O)=O)=CC=CC=2)C1C=CC=CC=1.[O:26]([C:33]1[N:34]([C:44]2[CH:49]=[CH:48][CH:47]=[CH:46][CH:45]=2)[C:35]2[C:40]([C:41]=1[CH:42]=[O:43])=[CH:39][CH:38]=[CH:37][CH:36]=2)[C:27]1[CH:32]=[CH:31][CH:30]=[CH:29][CH:28]=1.[N:50]1([C:57]([O:59][C:60]([CH3:63])([CH3:62])[CH3:61])=[O:58])[CH2:56][CH2:55][CH2:54][NH:53][CH2:52][CH2:51]1.C(Cl)CCl.C1C=NC2N(O)N=NC=2C=1.CN1CCOCC1>CN(C=O)C>[C:60]([O:59][C:57]([N:50]1[CH2:56][CH2:55][CH2:54][N:53]([C:42]([C:41]2[C:40]3[C:35](=[CH:36][CH:37]=[CH:38][CH:39]=3)[N:34]([C:44]3[CH:45]=[CH:46][CH:47]=[CH:48][CH:49]=3)[C:33]=2[O:26][C:27]2[CH:28]=[CH:29][CH:30]=[CH:31][CH:32]=2)=[O:43])[CH2:52][CH2:51]1)=[O:58])([CH3:63])([CH3:61])[CH3:62]. Reported procedure: To a solution of 2-phenoxy-1-phenyl-1H-indole-3-carboxylic acid (164 mg, 499 μmol; available by oxidation of 2-phenoxy-1-phenyl-1H-indole-3-carbaldehyde (DE 2707268) analogously as described in example 11, step 5), tert-butyl 1-homopiperazinecarboxylate (100 mg, 499 μmol), EDC (105 mg, 549 μmol) and HOAT (78.2 mg, 574 μmol) in DMF (2 ml) was added NMM (165 μl, 1.49 mmol) and the reaction mixture was stirred at room temperature overnight. The mixture was filtered and purified by preparative HPLC.... Reactants: O (water), C(CS)(=O)OC (methyl thioglycolate), C1(=CC=CC=C1)S(=O)(=O)OC=C(C#N)C1=C(C=CC=C1)OC (α-(Phenylsulphonyloxymethylidene)-2-methoxyphenylacetonitrile), [Na] (sodium). Solvent: CO (methanol). Yields the product NC1=C(SC=C1C1=C(C=CC=C1)OC)C(=O)OC (Methyl 3-amino-4-(2-methoxyphenyl)-2-thiophenecarboxylate). RXN SMILES: [Na].[C:2]([O:6][CH3:7])(=[O:5])[CH2:3][SH:4].C1(S(O[CH:18]=[C:19]([C:22]2[CH:27]=[CH:26][CH:25]=[CH:24][C:23]=2[O:28][CH3:29])[C:20]#[N:21])(=O)=O)C=CC=CC=1.O>CO>[NH2:21][C:20]1[C:19]([C:22]2[CH:27]=[CH:26][CH:25]=[CH:24][C:23]=2[O:28][CH3:29])=[CH:18][S:4][C:3]=1[C:2]([O:6][CH3:7])=[O:5] |^1:0|. Procedure details: 11 mmol of sodium are dissolved in 100 ml of methanol. After cooling the reaction mixture using an ice bath, 4.5 mmol of methyl thioglycolate and then 3.7 mmol of the compound obtained in Step B are added. After 2 hours' reaction, 100 ml of water are added, bringing about the formation of a precipitate, which is filtered off and then dried, allowing the to expected product to be isolated. Starting materials: COC(=O)[C@H]1N(C(N(C1)S(=O)(=O)C1=C(C=CC=C1)Cl)=O)C1=C(C=CC=C1)Cl ((S)-1-(2-chloro-benzenesulfonyl)-3-(2-chloro-phenyl)-2-oxo-imidazolidine-4-carboxylic acid methyl ester), [OH-].[Na+] (sodium hydroxide). Yields the product ClC1=C(C=CC=C1)S(=O)(=O)N1C(N([C@@H](C1)C(=O)O)C1=C(C=CC=C1)Cl)=O ((S)-1-(2-chloro-benzenesulfonyl)-3-(2-chloro-phenyl)-2-oxo-imidazolidine-4-carboxylic acid). Reaction SMILES: C[O:2][C:3]([C@@H:5]1[CH2:9][N:8]([S:10]([C:13]2[CH:18]=[CH:17][CH:16]=[CH:15][C:14]=2[Cl:19])(=[O:12])=[O:11])[C:7](=[O:20])[N:6]1[C:21]1[CH:26]=[CH:25][CH:24]=[CH:23][C:22]=1[Cl:27])=[O:4].[OH-].[Na+]>>[Cl:19][C:14]1[CH:15]=[CH:16][CH:17]=[CH:18][C:13]=1[S:10]([N:8]1[CH2:9][C@@H:5]([C:3]([OH:4])=[O:2])[N:6]([C:21]2[CH:26]=[CH:25][CH:24]=[CH:23][C:22]=2[Cl:27])[C:7]1=[O:20])(=[O:11])=[O:12] |f:1.2|. Procedure details: Steps 4 and 5: In analogy to example 1, (S)-1-(2-chloro-benzenesulfonyl)-3-(2-chloro-phenyl)-2-oxo-imidazolidine-4-carboxylic acid methyl ester was hydrolyzed using sodium hydroxide solution to give (S)-1-(2-chloro-benzenesulfonyl)-3-(2-chloro-phenyl)-2-oxo-imidazolidine-4-carboxylic acid. Finally, (S)-1-(2-chloro-benzenesulfonyl)-3-(2-chloro-phenyl)-2-oxo-imidazolidine-4-carboxylic acid was coupled with 1-(2,5-dimethylphenyl)piperazine to give the title compound as a colorless solid. MS: 587.2 ... The reactants are C(C)(C)(C)OC(=O)N1CC(CC1)NC(=O)C=1SC=CC1NC1=C2C(=NC=C1)NC=C2 (3-{[3-(1H-Pyrrolo[2,3-b]pyridin-4-ylamino)-thiophene-2-carbonyl]-amino}-pyrrolidine-1-carboxylic acid tert-butyl ester), COC1=CC=C(N)C=C1 (4-methoxyaniline). The product is COC1=CC=C(C=C1)NC(=O)C=1SC=CC1NC1=C2C(=NC=C1)NC=C2 (3-(1H-Pyrrolo[2,3-b]pyridin-4-ylamino)-thiophene-2-carboxylic acid (4-methoxy-phenyl)-amide). As a reaction SMILES: C(OC(N1C[CH2:11][CH:10]([NH:13][C:14]([C:16]2[S:17][CH:18]=[CH:19][C:20]=2[NH:21][C:22]2[CH:27]=[CH:26][N:25]=[C:24]3[NH:28][CH:29]=[CH:30][C:23]=23)=[O:15])[CH2:9]1)=O)(C)(C)C.[CH3:31][O:32][C:33]1[CH:39]=CC(N)=C[CH:34]=1>>[CH3:31][O:32][C:33]1[CH:39]=[CH:9][C:10]([NH:13][C:14]([C:16]2[S:17][CH:18]=[CH:19][C:20]=2[NH:21][C:22]2[CH:27]=[CH:26][N:25]=[C:24]3[NH:28][CH:29]=[CH:30][C:23]=23)=[O:15])=[CH:11][CH:34]=1. Reported procedure: This compound was prepared in an analogous manner as 3-{[3-(1H-Pyrrolo[2,3-b]pyridin-4-ylamino)-thiophene-2-carbonyl]-amino}-pyrrolidine-1-carboxylic acid tert-butyl ester using 4-methoxyaniline instead of 1-BOC-3-aminopyrrolidine. LCMS (ESI) 365 (M+H) 1H NMR (400 MHz, DMSO-d6) δ ppm 11.51 (1H, br. s.) 10.14 (1H, s) 9.73 (1H, s) 8.00 (1H, d, J=5.42 Hz) 7.85 (1H, d, J=5.42 Hz) 7.44-7.55 (3H, m) 7.29 (1H, dd, J=3.20, 2.71 Hz) 6.89 (2H, d, J=8.98 Hz) 6.80 (1H, d, J=5.47 Hz) 6.42 (1H, dd, J=3.47, 1.... Reactants: C(#N)C(C(=O)OCC)=C(\C=C\N(C)C)OCC ((4E)-Ethyl 2-cyano-5-(dimethylamino)-3-ethoxypenta-2,4-dienoate), C(C)(=O)O (acetic acid). Run at temperature 100 celsius. Product: C(C)OC1=C(C(NC=C1)=O)C(=O)OCC (ethyl 4-ethoxy-2-oxo-1,2-dihydropyridine-3-carboxylate). The yield is 58.5%. Reaction SMILES: C([C:3](=[C:9]([O:15][CH2:16][CH3:17])/[CH:10]=[CH:11]/[N:12](C)[CH3:13])[C:4]([O:6][CH2:7][CH3:8])=[O:5])#N.C(O)(=[O:20])C>>[CH2:16]([O:15][C:9]1[CH:10]=[CH:11][NH:12][C:13](=[O:20])[C:3]=1[C:4]([O:6][CH2:7][CH3:8])=[O:5])[CH3:17]. Reported procedure: (4E)-Ethyl 2-cyano-5-(dimethylamino)-3-ethoxypenta-2,4-dienoate (20 kg) and acetic acid (126 L) were charged to a reactor and heated to 100° C. for 3 hrs until the reaction was complete as characterized by HPLC. The reaction mass was cooled to 55° C. and acetic acid was removed by vacuum distillation at 65-75° C. After distillation, the mixture was cooled to room temperature and water (3 L) was added. The pH of the mixture was adjusted to 8 by addition of 100 L of a 30% sodium carbonate solution... The reactants are CO, COC(=O)C1(COc2cc3nccc(Oc4ccc5[nH]c(C)cc5c4F)c3cc2OC)CC1, [Na+], [OH-]. Yields the product COc1cc2c(Oc3ccc4[nH]c(C)cc4c3F)ccnc2cc1OCC1(C(=O)O)CC1. Reaction SMILES: [CH3:36][OH:37].[F:1][c:2]1[c:3]2[cH:4][c:5]([CH3:33])[nH:6][c:7]2[cH:8][cH:9][c:10]1[O:11][c:12]1[cH:13][cH:14][n:15][c:16]2[cH:17][c:18]([O:24][CH2:25][C:26]3([C:29](=[O:30])[O:31][CH3:32])[CH2:27][CH2:28]3)[c:19]([O:22][CH3:23])[cH:20][c:21]12.[Na+:35].[OH-:34]>>[F:1][c:2]1[c:3]2[cH:4][c:5]([CH3:33])[nH:6][c:7]2[cH:8][cH:9][c:10]1[O:11][c:12]1[cH:13][cH:14][n:15][c:16]2[cH:17][c:18]([O:24][CH2:25][C:26]3([C:29](=[O:30])[OH:31])[CH2:27][CH2:28]3)[c:19]([O:22][CH3:23])[cH:20][c:21]12. Starting materials: C(=O)N[C@@H]1[C@H](NC1=O)CC(=CC(=O)OC)OC (methyl 4-[(2R,3R)-3-formamido-4-oxoazetidin-2-yl]-3-methoxybut-2-enoate), N1=C(C=CC=C1C)C (2,6lutidine), P(=O)(Cl)(Cl)Cl (phosphorus oxychloride). The solvent is C(C)(=O)OCC (ethyl acetate), ClCCl (dichloromethane). Run at time 4 hour. Product: [N+](#[C-])[C@@H]1[C@H](NC1=O)CC(=CC(=O)OC)OC (methyl 4-[(2R,3R)-3-isocyano-4-oxoazetidin-2-yl]-3-methoxybut-2-enoate). Isolated yield 56.9%. Reaction SMILES: [CH:1]([NH:3][C@H:4]1[C:7](=[O:8])[NH:6][C@@H:5]1[CH2:9][C:10]([O:16][CH3:17])=[CH:11][C:12]([O:14][CH3:15])=[O:13])=O.N1C(C)=CC=CC=1C.P(Cl)(Cl)(Cl)=O>ClCCl.C(OCC)(=O)C>[N+:3]([C@H:4]1[C:7](=[O:8])[NH:6][C@@H:5]1[CH2:9][C:10]([O:16][CH3:17])=[CH:11][C:12]([O:14][CH3:15])=[O:13])#[C-:1]. Reported procedure: To a solution of methyl 4-[(2R,3R)-3-formamido-4-oxoazetidin-2-yl]-3-methoxybut-2-enoate [(E,Z)-isomeric mixture] (133 mg) and 2,6lutidine (0.96 ml) in dichloromethane (3 ml) was added phosphorus oxychloride (0.15 ml) at 0°. After stirring at the same temperature for four hours, the reaction mixture was diluted with ethyl acetate (20 ml), and washed with a dilute aqueous sodium chloride, dilute phosphoric acid, a dilute aqueous sodium chloride, ice-water, and a saturated aqueous solution of sodi...